describe an organic reaction: reactants, conditions, products, and yield From a dataset of the Open Reaction Database (ORD), a public repository of structured organic reaction records. Starting materials: 25b, FC1=CC=C(C=C1)N1N=CC2=C1C=C1CCN(C[C@]1(C2)CO)S(=O)(=O)C=2C=NC(=CC2)N2CCOCC2 ([(R)-1-(4-fluorophenyl)-6-[[6-(4-morpholinyl)-3-pyridinyl]sulfonyl]-1,4,7,8-tetrahydro-1,2,6-triazacyclopenta[b]naphthalen-4a-yl]methanol), C1(CC1)CBr (cyclopropylmethyl bromide). Yields the product C1(CC1)COC[C@@]12CC3=C(C=C2CCN(C1)S(=O)(=O)C=1C=NC(=CC1)N1CCOCC1)N(N=C3)C3=CC=C(C=C3)F ((R)-4a-Cyclopropylmethoxymethyl-1-(4-fluorophenyl)-6-(6-morpholin-4-yl-pyridine-3-sulfonyl)-4,4a,5,6,7,8-hexahydro-1H-1,2,6-triaza-cyclopenta[b]naphthalene). Reaction SMILES: [F:1][C:2]1[CH:7]=[CH:6][C:5]([N:8]2[C:12]3[CH:13]=[C:14]4[C@:19]([CH2:21][OH:22])([CH2:20][C:11]=3[CH:10]=[N:9]2)[CH2:18][N:17]([S:23]([C:26]2[CH:27]=[N:28][C:29]([N:32]3[CH2:37][CH2:36][O:35][CH2:34][CH2:33]3)=[CH:30][CH:31]=2)(=[O:25])=[O:24])[CH2:16][CH2:15]4)=[CH:4][CH:3]=1.[CH:38]1([CH2:41]Br)[CH2:40][CH2:39]1>>[CH:38]1([CH2:41][O:22][CH2:21][C@@:19]23[CH2:18][N:17]([S:23]([C:26]4[CH:27]=[N:28][C:29]([N:32]5[CH2:37][CH2:36][O:35][CH2:34][CH2:33]5)=[CH:30][CH:31]=4)(=[O:24])=[O:25])[CH2:16][CH2:15][C:14]2=[CH:13][C:12]2[N:8]([C:5]4[CH:6]=[CH:7][C:2]([F:1])=[CH:3][CH:4]=4)[N:9]=[CH:10][C:11]=2[CH2:20]3)[CH2:40][CH2:39]1. Procedure details: The title compound was prepared by the method of Preparation 25b using [(R)-1-(4-fluorophenyl)-6-[[6-(4-morpholinyl)-3-pyridinyl]sulfonyl]-1,4,7,8-tetrahydro-1,2,6-triazacyclopenta[b]naphthalen-4a-yl]methanol and cyclopropylmethyl bromide. 1H NMR (400 MHz, CHCl3-d): δ 8.54 (d, 1H), 7.80 (dd, 1H), 7.51-7.39 (m, 3H), 7.14 (t, 2H), 6.62 (d, 1H), 4.17 (dd, 1H), 3.80 (t, 4H), 3.65 (t, 4H), 3.45 (d, 1H), 3.30 (dd, 2H), 3.27-3.14 (m, 2H), 2.75-2.65 (m, 1H), 2.43-2.33 (m, 2H), 2.21-2.10 (m, 1H), 2.10 (d...